This data is from the Open Reaction Database (ORD), a public repository of structured organic reaction records. The task is: describe an organic reaction: reactants, conditions, products, and yield Starting materials: C1(=CC=CC=C1)C (toluene), ClC1=C(C=C(C(=O)N(C)C2=C(C=CC=C2)OC)C=C1)B1OC(C(O1)(C)C)(C)C (4-chloro-N-(2-methoxy-phenyl)-N-methyl-3-(4,4,5,5-tetramethyl-[1,3,2]dioxaborolan-2-yl)-benzamide), BrC=1C=CC(=NC1)Cl (5-bromo-2-chloro-pyridine), C(=O)([O-])[O-].[Na+].[Na+] (Na2CO3). Reagents/catalysts: C=1C=CC(=CC1)[P](C=2C=CC=CC2)(C=3C=CC=CC3)[Pd]([P](C=4C=CC=CC4)(C=5C=CC=CC5)C=6C=CC=CC6)([P](C=7C=CC=CC7)(C=8C=CC=CC8)C=9C=CC=CC9)[P](C=1C=CC=CC1)(C=1C=CC=CC1)C=1C=CC=CC1 (Pd(PPh3)4). Solvent: O (water). Conditions: temperature 100 celsius. The product is ClC1=C(C=C(C(=O)N(C)C2=C(C=CC=C2)OC)C=C1)C=1C=NC(=CC1)Cl (4-chloro-3-(6-chloro-pyridin-3-yl)-N-(2-methoxy-phenyl)-N-methyl-benzamide). The yield is 38.9%. RXN SMILES: C1(C)C=CC=CC=1.[Cl:8][C:9]1[CH:26]=[CH:25][C:12]([C:13]([N:15]([C:17]2[CH:22]=[CH:21][CH:20]=[CH:19][C:18]=2[O:23][CH3:24])[CH3:16])=[O:14])=[CH:11][C:10]=1B1OC(C)(C)C(C)(C)O1.Br[C:37]1[CH:38]=[CH:39][C:40]([Cl:43])=[N:41][CH:42]=1.C([O-])([O-])=O.[Na+].[Na+]>C1C=CC([P]([Pd]([P](C2C=CC=CC=2)(C2C=CC=CC=2)C2C=CC=CC=2)([P](C2C=CC=CC=2)(C2C=CC=CC=2)C2C=CC=CC=2)[P](C2C=CC=CC=2)(C2C=CC=CC=2)C2C=CC=CC=2)(C2C=CC=CC=2)C2C=CC=CC=2)=CC=1.O>[Cl:8][C:9]1[CH:26]=[CH:25][C:12]([C:13]([N:15]([C:17]2[CH:22]=[CH:21][CH:20]=[CH:19][C:18]=2[O:23][CH3:24])[CH3:16])=[O:14])=[CH:11][C:10]=1[C:37]1[CH:42]=[N:41][C:40]([Cl:43])=[CH:39][CH:38]=1 |f:3.4.5,^1:53,55,74,93|. Procedure details: A mixture of toluene (1.5 mL) and water (0.5 mL) containing 4-chloro-N-(2-methoxy-phenyl)-N-methyl-3-(4,4,5,5-tetramethyl-[1,3,2]dioxaborolan-2-yl)-benzamide (60 mg, 0.15 mmol), 5-bromo-2-chloro-pyridine (29 mg, 0.15 mmol), Pd(PPh3)4 (12 mg, 0.01 mmol), Na2CO3 (2N, 0.15 mL, 0.3 mmol), was bubbled with N2 for 5 min, then heated at 100° C. for 12 hrs. The mixture was filtered and purified by prep. LCMS to yield 4-chloro-3-(6-chloro-pyridin-3-yl)-N-(2-methoxy-phenyl)-N-methyl-benzamide 2-1 (22.6 mg... The reactants are CNC1CCN(C(=O)C2CCN(C(C)=O)CC2)CC1c1ccc(Cl)c(Cl)c1, O=C(O)c1cc(-c2ccccc2)on1. The product is CC(=O)N1CCC(C(=O)N2CCC(N(C)C(=O)c3cc(-c4ccccc4)on3)C(c3ccc(Cl)c(Cl)c3)C2)CC1. Reaction SMILES: [C:1]([CH3:2])(=[O:3])[N:4]1[CH2:5][CH2:6][CH:7]([C:10](=[O:11])[N:12]2[CH2:13][CH:14]([c:20]3[cH:21][c:22]([Cl:27])[c:23]([Cl:26])[cH:24][cH:25]3)[CH:15]([NH:18][CH3:19])[CH2:16][CH2:17]2)[CH2:8][CH2:9]1.[c:28]1(-[c:34]2[cH:35][c:36]([C:39](=[O:40])[OH:41])[n:37][o:38]2)[cH:29][cH:30][cH:31][cH:32][cH:33]1>>[C:1]([CH3:2])(=[O:3])[N:4]1[CH2:5][CH2:6][CH:7]([C:10](=[O:11])[N:12]2[CH2:13][CH:14]([c:20]3[cH:21][c:22]([Cl:27])[c:23]([Cl:26])[cH:24][cH:25]3)[CH:15]([N:18]([CH3:19])[C:39]([c:36]3[cH:35][c:34](-[c:28]4[cH:29][cH:30][cH:31][cH:32][cH:33]4)[o:38][n:37]3)=[O:41])[CH2:16][CH2:17]2)[CH2:8][CH2:9]1. Reactants: ICCC (iodopropane), C(C)(=O)OCC (ethyl acetate), Cl.Cl.BrC=1C=C2CC(CNC2=C(C1)[N+](=O)[O-])N (6-bromo-1,2,3,4-tetrahydro-8-nitro-3-quinolinamine dihydrochloride), NC1CN2C3=C(C=CC=C3C1)N=C2 (5-(amino)-5,6-dihydro-4H-imidazo[4,5,1-ij]quinolin), N1C(C=CC2=CC=CC=C12)=O (quinolin-2(1H)-one). Yields the product C1(CC1)CN(C1CN2C3=C(C=CC=C3C1)NC2=O)CC2CC2 (5-[bis(cyclopropylmethyl)amino]-5,6-dihydro-4H-imidazo[4,5,1-ij]quinolin-2(1H)-one). As a reaction SMILES: ICCC.[NH2:5][CH:6]1[CH2:15][C:14]2[C:9]3=[C:10]([N:16]=[CH:17][N:8]3[CH2:7]1)[CH:11]=[CH:12][CH:13]=2.N1[C:27]2[C:22](=CC=[CH:25][CH:26]=2)C=CC1=O.Cl.Cl.BrC1C=[C:34]2[C:39](=[C:40]([N+]([O-])=O)[CH:41]=1)NCC(N)C2.C(OCC)(=[O:48])C>>[CH:40]1([CH2:41][N:5]([CH2:22][CH:27]2[CH2:26][CH2:25]2)[CH:6]2[CH2:15][C:14]3[C:9]4=[C:10]([NH:16][C:17](=[O:48])[N:8]4[CH2:7]2)[CH:11]=[CH:12][CH:13]=3)[CH2:34][CH2:39]1 |f:3.4.5|. Procedure details: Following the procedure of Example 54, but substituting cyclopropylmethyl bromide for iodopropane and 5-(amino)-5,6-dihydro-4H-imidazo[4,5,1-ij]quinolin-2(quinolin-2(1H)-one for 6-bromo-1,2,3,4-tetrahydro-8-nitro-3-quinolinamine dihydrochloride there were obtained 5-[bis(cyclopropylmethyl)amino]-5,6-dihydro-4H-imidazo[4,5,1-ij]quinolin-2(1H)-one, mp 152-154 from ethyl acetate:hexane and 5-(cyclopropylmethylamino)-5,6-dihydro-4H-imidazo[4,5,1-ij]quinolin-2(1H)-one. The latter compound was convert...